This data is from the Open Reaction Database (ORD), a public repository of structured organic reaction records. The task is: describe an organic reaction: reactants, conditions, products, and yield The reactants are FC1=CC=C(C=C1)[C@@H]1NCCC1 ((R)-2-(4-fluoro-phenyl)-pyrrolidine), ClC1=CC=C(C=C1)S(=O)(=O)Cl (4-chloro-benzenesulfonyl chloride). Product: ClC1=CC=C(C=C1)S(=O)(=O)N1[C@H](CCC1)C1=CC=C(C=C1)F ((R)-1-(4-Chloro-benzenesulfonyl)-2-(4-fluoro-phenyl)-pyrrolidine). As a reaction SMILES: [F:1][C:2]1[CH:7]=[CH:6][C:5]([C@H:8]2[CH2:12][CH2:11][CH2:10][NH:9]2)=[CH:4][CH:3]=1.[Cl:13][C:14]1[CH:19]=[CH:18][C:17]([S:20](Cl)(=[O:22])=[O:21])=[CH:16][CH:15]=1>>[Cl:13][C:14]1[CH:19]=[CH:18][C:17]([S:20]([N:9]2[CH2:10][CH2:11][CH2:12][C@@H:8]2[C:5]2[CH:4]=[CH:3][C:2]([F:1])=[CH:7][CH:6]=2)(=[O:22])=[O:21])=[CH:16][CH:15]=1. Procedure: The title compound, white solid, m.p. 119° C. and MS: m/e=339 (M+) was prepared in accordance with the general method of example 1e from (R)-2-(4-fluoro-phenyl)-pyrrolidine and 4-chloro-benzenesulfonyl chloride.